From a dataset of the Open Reaction Database (ORD), a public repository of structured organic reaction records. describe an organic reaction: reactants, conditions, products, and yield Reactants: COC(=O)C1=NNC=C1[N+](=O)[O-] (4-nitro-1H-pyrazole-3-carboxylic acid methyl ester), C([O-])([O-])=O.[Cs+].[Cs+] (cesium carbonate), BrCCC1=CC=CC=C1 ((2-bromoethyl)benzene). Solvent: CN(C=O)C (N,N-dimethylformamide). The product is COC(=O)C=1N(N=CC1[N+](=O)[O-])CCC1=CC=CC=C1 (4-nitro-2-phenethyl-2H-pyrazole-3-carboxylic acid methyl ester), compound. Yield: 65.5%. Reaction SMILES: [CH3:1][O:2][C:3]([C:5]1[C:9]([N+:10]([O-:12])=[O:11])=[CH:8][NH:7][N:6]=1)=[O:4].C(=O)([O-])[O-].[Cs+].[Cs+].Br[CH2:20][CH2:21][C:22]1[CH:27]=[CH:26][CH:25]=[CH:24][CH:23]=1>CN(C)C=O>[CH3:1][O:2][C:3]([C:5]1[N:6]([CH2:20][CH2:21][C:22]2[CH:27]=[CH:26][CH:25]=[CH:24][CH:23]=2)[N:7]=[CH:8][C:9]=1[N+:10]([O-:12])=[O:11])=[O:4] |f:1.2.3|. Procedure: 430 mg (2.5 mM) of 4-nitro-1H-pyrazole-3-carboxylic acid methyl ester was dissolved in 4 ml of N,N-dimethylformamide, to which 0.41 ml (3 mM) of (2-bromoethyl)benzene and 1.6 g (5.0 mM) of cesium carbonate were added dropwise, and the resulting mixture was stirred under a nitrogen atmosphere for a day. The solvent was distilled off under reduced pressure, and the resultant was extracted with ethyl acetate and brine. The organic solvent layer was dried over anhydrous sodium sulfate, filtered, and... Starting materials: CN1C(=CC(=N1)OC)N, CNC(=O)C1=CC=CC=C1NC2=CC(=NC=C2C#N)Cl. The reagents and catalysts are C(=O)([O-])[O-].[Cs+].[Cs+], CC1(C2=C(C(=CC=C2)P(C3=CC=CC=C3)C4=CC=CC=C4)OC5=C1C=CC=C5P(C6=CC=CC=C6)C7=CC=CC=C7)C, CC(=O)O.CC(=O)O.[Pd]. Run in C1COCCO1. Conditions: temperature 90 celsius. Product: CNC(=O)C1=CC=CC=C1NC2=CC(=NC=C2C#N)NC3=CC(=NN3C)OC. Isolated yield 54.7%. Procedure details: 2-(2-chloro-5-cyanopyridin-4-ylamino)-N-methylbenzamide (100 mg, 0.35 mmol), Palladium(II) acetate (6.26 mg, 0.03 mmol), [Reactants], 9,9-Dimethyl-4,5-bis(diphenylphosphino)xanthene (24.22 mg, 0.04 mmol) and Cesium carbonate (136 mg, 0.42 mmol) were suspended in dioxane (3 mL) into a test tube. The reaction was purged for 5 mins with nitrogen and then heated to 90 °C for 18 hours with stirring. The reaction was cooled to cooled to RT.  The crude product was purified by ion exchange chromatograph... Starting materials: Cc1cc(C#N)cc([N+](=O)[O-])c1C#CCC(O)(CC1(C)CCOc2ccc(F)cc21)C(F)(F)F, CCO, CC(=O)O, CCOC(C)=O, [Fe]. Product: Cc1cc(C#N)cc(N)c1C#CCC(O)(CC1(C)CCOc2ccc(F)cc21)C(F)(F)F. As a reaction SMILES: [CH3:1][c:2]1[cH:3][c:4]([C:5]#[N:6])[cH:7][c:8]([N+:32]([O-:33])=[O:34])[c:9]1[C:10]#[C:11][CH2:12][C:13]([C:14]([F:15])([F:16])[F:17])([OH:18])[CH2:19][C:20]1([CH3:31])[CH2:21][CH2:22][O:23][c:24]2[cH:25][cH:26][c:27]([F:30])[cH:28][c:29]21.[CH3:35][CH2:36][OH:37].[CH3:38][C:39](=[O:40])[OH:41].[CH3:42][CH2:43][O:44][C:45](=[O:46])[CH3:47].[Fe:48]>>[CH3:1][c:2]1[cH:3][c:4]([C:5]#[N:6])[cH:7][c:8]([NH2:32])[c:9]1[C:10]#[C:11][CH2:12][C:13]([C:14]([F:15])([F:16])[F:17])([OH:18])[CH2:19][C:20]1([CH3:31])[CH2:21][CH2:22][O:23][c:24]2[cH:25][cH:26][c:27]([F:30])[cH:28][c:29]21. Reactants: COc1ccccc1C(C)O, Clc1cncc(Cl)n1, ClCCl, [K+], [K+], O=C([O-])[O-], C1COCCO1. Yields the product COc1ccccc1C(C)Oc1cncc(Cl)n1. Reaction SMILES: [CH3:1][O:2][c:3]1[c:4]([CH:9]([CH3:10])[OH:11])[cH:5][cH:6][cH:7][cH:8]1.[Cl:12][c:13]1[n:14][c:15]([Cl:19])[cH:16][n:17][cH:18]1.[Cl:20][CH2:21][Cl:22].[K+:23].[K+:24].[O-:25][C:26]([O-:27])=[O:28].[O:29]1[CH2:30][CH2:31][O:32][CH2:33][CH2:34]1>>[CH3:1][O:2][c:3]1[c:4]([CH:9]([CH3:10])[O:11][c:15]2[n:14][c:13]([Cl:12])[cH:18][n:17][cH:16]2)[cH:5][cH:6][cH:7][cH:8]1. Starting materials: O (water), [OH-].[K+] (potassium hydroxide), CI (CH3I), OC=1C=CC(=NC1)C (5-hydroxy-2-methylpyridine). Solvent: CS(=O)C (DMSO). Run at time 1 hour. Product: COC=1C=CC(=NC1)C (5-methoxy-2-methylpyridine). As a reaction SMILES: [OH-].[K+].[OH:3][C:4]1[CH:5]=[CH:6][C:7]([CH3:10])=[N:8][CH:9]=1.[CH3:11]I.O>CS(C)=O>[CH3:11][O:3][C:4]1[CH:5]=[CH:6][C:7]([CH3:10])=[N:8][CH:9]=1 |f:0.1|. Procedure: To a suspension of potassium hydroxide (113 g, 2 mol) in DMSO (800 ml) was added 53.9 g, (0.49 mmol) 5-hydroxy-2-methylpyridine and the mixture stirred for 1 h. To this was added CH3I (34 ml, 0.55 mol) and the reaction mixture was stirred for one hour, then poured into water (2400 ml) and extracted with ether (1000 ml×5). The combined organic layers were washed with water and brine, dried over Na2SO4 and concentrated in vacuo to provide 5-methoxy-2-methylpyridine as a yellow oil. 1H NMR: (400 MH...